From a dataset of the Open Reaction Database (ORD), a public repository of structured organic reaction records. describe an organic reaction: reactants, conditions, products, and yield The reactants are O[C@@H](CNC1=CC=C2C=C(NC(C2=C1)=O)C1=C(C=CC=C1)C(F)(F)F)CO (7-((S)-2,3-dihydroxypropylamino)-3-(2-trifluoromethylphenyl)-2H-isoquinolin-1-one), C[O-].[Na+].CO (sodium methoxide methanol). Solvent: C(OCC)(OCC)=O (diethyl carbonate). Reaction conditions: temperature 105 celsius, time 13 hour. Yields the product OC[C@@H]1CN(C(O1)=O)C1=CC=C2C=C(NC(C2=C1)=O)C1=C(C=CC=C1)C(F)(F)F (7-((S)-5-hydroxymethyl-2-oxooxazolidin-3-yl)-3-(2-trifluoromethylphenyl)-2H-isoquinolin-1-one). Isolated yield 78.0%. As a reaction SMILES: [OH:1][C@H:2]([CH2:26][OH:27])[CH2:3][NH:4][C:5]1[CH:14]=[C:13]2[C:8]([CH:9]=[C:10]([C:16]3[CH:21]=[CH:20][CH:19]=[CH:18][C:17]=3[C:22]([F:25])([F:24])[F:23])[NH:11][C:12]2=[O:15])=[CH:7][CH:6]=1.[CH3:28][O-:29].[Na+].CO>C(=O)(OCC)OCC>[OH:27][CH2:26][C@H:2]1[O:1][C:28](=[O:29])[N:4]([C:5]2[CH:14]=[C:13]3[C:8]([CH:9]=[C:10]([C:16]4[CH:21]=[CH:20][CH:19]=[CH:18][C:17]=4[C:22]([F:25])([F:23])[F:24])[NH:11][C:12]3=[O:15])=[CH:7][CH:6]=2)[CH2:3]1 |f:1.2.3|. Reported procedure: The 7-((S)-2,3-dihydroxypropylamino)-3-(2-trifluoromethylphenyl)-2H-isoquinolin-1-one (281.9 mg, 0.745 mmol) obtained in step A was suspended in diethyl carbonate (2.93 ml), and thereafter, a 28% sodium methoxide-methanol solution (117 μl) was added thereto. The obtained mixture was stirred at 105° C. for 13 hours. Thereafter, diethyl carbonate was distilled away under reduced pressure. The obtained residue was dissolved in methanol (15 ml), and the obtained solution was stirred under heating to... Starting materials: O=CNc1nc(CC(=O)O)cs1, O=C1CCC(=O)N1Cl, C1CCOC1. The product is O=CNc1nc(CC(=O)O)c(Cl)s1. As a reaction SMILES: [CH:1](=[O:2])[NH:3][c:4]1[s:5][cH:6][c:7]([CH2:9][C:10](=[O:11])[OH:12])[n:8]1.[Cl:13][N:14]1[C:15](=[O:16])[CH2:17][CH2:18][C:19]1=[O:20].[O:21]1[CH2:22][CH2:23][CH2:24][CH2:25]1>>[CH:1](=[O:2])[NH:3][c:4]1[s:5][c:6]([Cl:13])[c:7]([CH2:9][C:10](=[O:11])[OH:12])[n:8]1. The reactants are N1N=CN=C1 (1,2,4-triazole), O(C1=CC=CC=C1)C1=CC=C(C=C1)C(C(=O)OCC)(O)C (ethyl 2-(4phenoxyphenyl)lactate), C(=O)(Cl)Cl (Phosgene), Ice, N1N=NC=C1 (triazole). Run in C(C)N(CC)CC (triethylamine), C1(=CC=CC=C1)C (toluene). Run at temperature 103 celsius. Yields the product N1(N=CN=C1)C(=O)OC(C(=O)OCC)(C1=CC=C(C=C1)OC1=CC=CC=C1)C (2-Ethoxy-1-methyl-2-oxo-1-(4-phenoxy-phenyl)ethyl 1H-1,2,4-triazole-1-carboxylate). Yield: 102.9%. Reaction SMILES: [NH:1]1[CH:5]=[N:4][CH:3]=[N:2]1.[O:6]([C:13]1[CH:18]=[CH:17][C:16]([C:19]([CH3:26])([OH:25])[C:20]([O:22][CH2:23][CH3:24])=[O:21])=[CH:15][CH:14]=1)[C:7]1[CH:12]=[CH:11][CH:10]=[CH:9][CH:8]=1.N1C=CN=N1.[C:32](Cl)(Cl)=[O:33]>C(N(CC)CC)C.C1(C)C=CC=CC=1>[N:1]1([C:32]([O:25][C:19]([CH3:26])([C:16]2[CH:17]=[CH:18][C:13]([O:6][C:7]3[CH:8]=[CH:9][CH:10]=[CH:11][CH:12]=3)=[CH:14][CH:15]=2)[C:20]([O:22][CH2:23][CH3:24])=[O:21])=[O:33])[CH:5]=[N:4][CH:3]=[N:2]1. Reported procedure: A mixture of 6.9 g of 1,2,4-triazole, 100 mL of toluene, 14.3 g of ethyl 2-(4phenoxyphenyl)lactate, and 20 g of triethylamine was heated to 103° C. to dissolve the triazole and then cooled to -60° C. Phosgene (6.4 g) was added at 57°-60° C. over 2.5 h. After holding the reaction mixture at 59°-60° C. for 1.25 h, the reaction mixture was cooled to -5° C. Ice (100 g) was added, and the temperature dropped to -8° C. The aqueous layer was separated and extracted one time with 15 mL of toluene. The o... The reactants are O=C(Cl)c1ccccc1, Cl, CN(C(=O)c1ccc(Cl)cc1)C1CCN(C(=O)C2(N)CC2)CC1c1ccc(Cl)c(Cl)c1. The product is CN(C(=O)c1ccc(Cl)cc1)C1CCN(C(=O)C2(NC(=O)c3ccccc3)CC2)CC1c1ccc(Cl)c(Cl)c1. Reaction SMILES: [C:33]([c:34]1[cH:35][cH:36][cH:37][cH:38][cH:39]1)(=[O:40])[Cl:41].[ClH:1].[NH2:2][C:3]1([C:6](=[O:7])[N:8]2[CH2:9][CH:10]([c:25]3[cH:26][c:27]([Cl:32])[c:28]([Cl:31])[cH:29][cH:30]3)[CH:11]([N:14]([C:15]([c:16]3[cH:17][cH:18][c:19]([Cl:22])[cH:20][cH:21]3)=[O:23])[CH3:24])[CH2:12][CH2:13]2)[CH2:4][CH2:5]1>>[NH:2]([C:3]1([C:6](=[O:7])[N:8]2[CH2:9][CH:10]([c:25]3[cH:26][c:27]([Cl:32])[c:28]([Cl:31])[cH:29][cH:30]3)[CH:11]([N:14]([C:15]([c:16]3[cH:17][cH:18][c:19]([Cl:22])[cH:20][cH:21]3)=[O:23])[CH3:24])[CH2:12][CH2:13]2)[CH2:4][CH2:5]1)[C:33]([c:34]1[cH:35][cH:36][cH:37][cH:38][cH:39]1)=[O:40]. As a reaction SMILES: [C:1]1([CH3:20])[CH:6]=[CH:5][CH:4]=[C:3]([NH:7][S:8]([C:11]2[CH:16]=[CH:15][C:14]([CH:17]([CH3:19])[CH3:18])=[CH:13][N:12]=2)(=[O:10])=[O:9])[CH:2]=1.Br[CH2:22][C:23]([O:25]C(C)(C)C)=[O:24]>>[CH:17]([C:14]1[CH:15]=[CH:16][C:11]([S:8]([N:7]([CH2:22][C:23]([OH:25])=[O:24])[C:3]2[CH:2]=[C:1]([CH3:20])[CH:6]=[CH:5][CH:4]=2)(=[O:10])=[O:9])=[N:12][CH:13]=1)([CH3:18])[CH3:19]. Product: C(C)(C)C=1C=CC(=NC1)S(=O)(=O)N(C=1C=C(C=CC1)C)CC(=O)O ([(5-Isopropyl-pyridine-2-sulfonyl)-m-tolyl-amino]-acetic acid). Starting materials: C1(=CC(=CC=C1)NS(=O)(=O)C1=NC=C(C=C1)C(C)C)C (5-isopropyl-pyridine-2-sulfonic acid m-tolylamide), BrCC(=O)OC(C)(C)C (tert-butyl bromoacetate). Procedure details: prepared by reaction of 5-isopropyl-pyridine-2-sulfonic acid m-tolylamide with tert-butyl bromoacetate The reactants are CCOC1=NS(=O)C(C(N)=O)=C1Br, O=N[O-], [Na+], O=C(O)C(F)(F)F. Yields the product CCOC1=NS(=O)C(C(=O)O)=C1Br. Reaction SMILES: [CH2:1]([CH3:2])[O:3][C:4]1=[N:5][S:6](=[O:13])[C:7]([C:10]([NH2:11])=[O:12])=[C:8]1[Br:9].[N:14](=[O:15])[O-:16].[Na+:17].[OH:18][C:19]([C:20]([F:21])([F:22])[F:23])=[O:24]>>[CH2:1]([CH3:2])[O:3][C:4]1=[N:5][S:6](=[O:13])[C:7]([C:10](=[O:12])[OH:15])=[C:8]1[Br:9]. Product: N=C(C=1C=C(C=CC1)NC(NC1=CC=C(C=C1)S(=O)(=O)NCC1=CC=C(C=C1)S(N)(=O)=O)=O)N1CCSCC1 (4-(3-(3-(imino(thiomorpholino)methyl)phenyl)ureido)-N-(4-sulfamoylbenzyl)benzenesulfonamide). Isolated yield 28.0%. Procedure details: The title compound was prepared from 4-(3-(3-cyanophenyl)ureido)-N-(4-sulfamoylbenzyl)benzenesulfonamide following procedure C and using 1.1 equivalents of thiomorpholine as secondary amine. The product was purified by preparative TLC (eluent DCM/MeOH 8:2). The reactants are C(#N)C=1C=C(C=CC1)NC(NC1=CC=C(C=C1)S(=O)(=O)NCC1=CC=C(C=C1)S(N)(=O)=O)=O (4-(3-(3-cyanophenyl)ureido)-N-(4-sulfamoylbenzyl)benzenesulfonamide), N1CCSCC1 (thiomorpholine), secondary amine. RXN SMILES: [C:1]([C:3]1[CH:4]=[C:5]([NH:9][C:10](=[O:33])[NH:11][C:12]2[CH:17]=[CH:16][C:15]([S:18]([NH:21][CH2:22][C:23]3[CH:28]=[CH:27][C:26]([S:29](=[O:32])(=[O:31])[NH2:30])=[CH:25][CH:24]=3)(=[O:20])=[O:19])=[CH:14][CH:13]=2)[CH:6]=[CH:7][CH:8]=1)#[N:2].[NH:34]1[CH2:39][CH2:38][S:37][CH2:36][CH2:35]1>>[NH:2]=[C:1]([N:34]1[CH2:39][CH2:38][S:37][CH2:36][CH2:35]1)[C:3]1[CH:4]=[C:5]([NH:9][C:10](=[O:33])[NH:11][C:12]2[CH:17]=[CH:16][C:15]([S:18]([NH:21][CH2:22][C:23]3[CH:28]=[CH:27][C:26]([S:29](=[O:32])(=[O:31])[NH2:30])=[CH:25][CH:24]=3)(=[O:20])=[O:19])=[CH:14][CH:13]=2)[CH:6]=[CH:7][CH:8]=1.